This data is from the Open Reaction Database (ORD), a public repository of structured organic reaction records. The task is: describe an organic reaction: reactants, conditions, products, and yield The reactants are O=C([O-])[O-], CCn1cnc(-c2cc3nccc(Cl)c3s2)c1C, ClCCl, O=[N+]([O-])c1ccc(O)c(F)c1, [K+], [K+], c1ccc(Oc2ccccc2)cc1. Product: CCn1cnc(-c2cc3nccc(Oc4ccc([N+](=O)[O-])cc4F)c3s2)c1C. Reaction SMILES: [C:19](=[O:20])([O-:21])[O-:22].[Cl:1][c:2]1[c:3]2[c:4]([n:5][cH:6][cH:7]1)[cH:8][c:9](-[c:11]1[n:12][cH:13][n:14]([CH2:17][CH3:18])[c:15]1[CH3:16])[s:10]2.[Cl:49][CH2:50][Cl:51].[F:25][c:26]1[c:27]([OH:35])[cH:28][cH:29][c:30]([N+:32](=[O:33])[O-:34])[cH:31]1.[K+:23].[K+:24].[O:36]([c:37]1[cH:38][cH:39][cH:40][cH:41][cH:42]1)[c:43]1[cH:44][cH:45][cH:46][cH:47][cH:48]1>>[c:2]1([O:35][c:27]2[c:26]([F:25])[cH:31][c:30]([N+:32](=[O:33])[O-:34])[cH:29][cH:28]2)[c:3]2[c:4]([n:5][cH:6][cH:7]1)[cH:8][c:9](-[c:11]1[n:12][cH:13][n:14]([CH2:17][CH3:18])[c:15]1[CH3:16])[s:10]2. Reaction SMILES: [C:40](=[O:41])([O-:42])[O-:43].[CH3:1][c:2]1[cH:3][cH:4][c:5]([S:8](=[O:9])(=[O:10])[O:11][CH2:12][CH:13]2[O:14][c:15]3[c:16]([cH:18][c:19]([Cl:30])[cH:20][c:21]3[O:22][S:23]([C:24]([F:25])([F:26])[F:27])(=[O:28])=[O:29])[CH2:17]2)[cH:6][cH:7]1.[CH3:46][OH:47].[K+:44].[K+:45].[c:31]1([B:37]([OH:38])[OH:39])[cH:32][cH:33][cH:34][cH:35][cH:36]1>>[CH3:1][c:2]1[cH:3][cH:4][c:5]([S:8](=[O:9])(=[O:10])[O:11][CH2:12][CH:13]2[O:14][c:15]3[c:16]([cH:18][c:19]([Cl:30])[cH:20][c:21]3-[c:31]3[cH:32][cH:33][cH:34][cH:35][cH:36]3)[CH2:17]2)[cH:6][cH:7]1. The product is Cc1ccc(S(=O)(=O)OCC2Cc3cc(Cl)cc(-c4ccccc4)c3O2)cc1. Starting materials: O=C([O-])[O-], Cc1ccc(S(=O)(=O)OCC2Cc3cc(Cl)cc(OS(=O)(=O)C(F)(F)F)c3O2)cc1, CO, [K+], [K+], OB(O)c1ccccc1. Starting materials: CCO, CCOC(=O)C=Cc1cnc(NC2CCCN(C3CCCCC3)C2)cn1, Cl, [Na+], [OH-]. Yields the product O=C(O)C=Cc1cnc(NC2CCCN(C3CCCCC3)C2)cn1. As a reaction SMILES: [CH3:30][CH2:31][OH:32].[CH:1]1([N:7]2[CH2:8][CH:9]([NH:13][c:14]3[n:15][cH:16][c:17]([CH:20]=[CH:21][C:22](=[O:23])[O:24][CH2:25][CH3:26])[n:18][cH:19]3)[CH2:10][CH2:11][CH2:12]2)[CH2:2][CH2:3][CH2:4][CH2:5][CH2:6]1.[ClH:29].[Na+:28].[OH-:27]>>[CH:1]1([N:7]2[CH2:8][CH:9]([NH:13][c:14]3[n:15][cH:16][c:17]([CH:20]=[CH:21][C:22](=[O:23])[OH:24])[n:18][cH:19]3)[CH2:10][CH2:11][CH2:12]2)[CH2:2][CH2:3][CH2:4][CH2:5][CH2:6]1. Reactants: CCOC(=O)CCCCc1c(COCC(=O)O)nn2c(CC)ccc2c1-c1cncc(C)c1, CCN=C=NCCCN(C)C, C1COCCN1, CN(C)C=O, Cl. Yields the product CCOC(=O)CCCCc1c(COCC(=O)N2CCOCC2)nn2c(CC)ccc2c1-c1cncc(C)c1. As a reaction SMILES: [CH2:1]([CH3:2])[O:3][C:4]([CH2:5][CH2:6][CH2:7][CH2:8][c:9]1[c:10](-[c:26]2[cH:27][n:28][cH:29][c:30]([CH3:32])[cH:31]2)[c:11]2[n:12]([n:13][c:14]1[CH2:15][O:16][CH2:17][C:18](=[O:19])[OH:20])[c:21]([CH2:24][CH3:25])[cH:22][cH:23]2)=[O:33].[CH2:35]([N:36]=[C:37]=[N:38][CH2:39][CH2:40][CH2:41][N:42]([CH3:43])[CH3:44])[CH3:45].[CH2:46]1[CH2:47][O:48][CH2:49][CH2:50][NH:51]1.[CH3:52][N:53]([CH3:54])[CH:55]=[O:56].[ClH:34]>>[CH2:1]([CH3:2])[O:3][C:4]([CH2:5][CH2:6][CH2:7][CH2:8][c:9]1[c:10](-[c:26]2[cH:27][n:28][cH:29][c:30]([CH3:32])[cH:31]2)[c:11]2[n:12]([n:13][c:14]1[CH2:15][O:16][CH2:17][C:18](=[O:19])[N:51]1[CH2:46][CH2:47][O:48][CH2:49][CH2:50]1)[c:21]([CH2:24][CH3:25])[cH:22][cH:23]2)=[O:33]. Product: c1ccc2c(c1)C1CC2(CCCN2CCCCC2)c2ccccc21. RXN SMILES: [CH2:20]1[CH2:21][CH2:22][NH:23][CH2:24][CH2:25]1.[CH3:26][CH2:27][O:28][C:29](=[O:30])[CH3:31].[Cl:1][CH2:2][CH2:3][CH2:4][C:5]12[c:6]3[cH:7][cH:8][cH:9][cH:10][c:11]3[CH:12]([c:13]3[cH:14][cH:15][cH:16][cH:17][c:18]31)[CH2:19]2>>[CH2:2]([CH2:3][CH2:4][C:5]12[c:6]3[cH:7][cH:8][cH:9][cH:10][c:11]3[CH:12]([c:13]3[cH:14][cH:15][cH:16][cH:17][c:18]31)[CH2:19]2)[N:23]1[CH2:22][CH2:21][CH2:20][CH2:25][CH2:24]1. Reactants: C1CCNCC1, CCOC(C)=O, ClCCCC12CC(c3ccccc31)c1ccccc12.